This data is from the Open Reaction Database (ORD), a public repository of structured organic reaction records. The task is: describe an organic reaction: reactants, conditions, products, and yield The reactants are CCCc1cnc(C(=O)O)c(C(=O)O)c1, CC(=O)OC(C)=O, CC(=O)[O-], [Na+]. The product is CCCc1cnc2c(c1)C(=O)OC2=O. Reaction SMILES: [CH2:1]([CH2:2][CH3:3])[c:4]1[cH:5][c:6]([C:13](=[O:14])[OH:15])[c:7]([C:10](=[O:11])[OH:12])[n:8][cH:9]1.[CH3:16][C:17]([O:18][C:19](=[O:20])[CH3:21])=[O:22].[CH3:24][C:25](=[O:26])[O-:27].[Na+:23]>>[CH2:1]([CH2:2][CH3:3])[c:4]1[cH:5][c:6]2[c:7]([n:8][cH:9]1)[C:10](=[O:12])[O:15][C:13]2=[O:14]. The reactants are ClC1=C(C=C(C(=O)OC)C=C1)I (methyl 4-chloro-3-iodobenzoate), C(#C)C1=CC=C(C=C1)F (1-ethynyl-4-fluorobenzene), O1CCCC1 (tetrahydrofuran). The reagents and catalysts are Cl[Pd]([P](C1=CC=CC=C1)(C2=CC=CC=C2)C3=CC=CC=C3)([P](C4=CC=CC=C4)(C5=CC=CC=C5)C6=CC=CC=C6)Cl (Pd(PPh3)2Cl2), [Cu]I (CuI). Solvent: C(C)N(CC)CC (triethylamine). Reaction conditions: temperature 70 celsius, time 8 hour. Yields the product ClC1=C(C=C(C(=O)OC)C=C1)C#CC1=CC=C(C=C1)F (Methyl 4-chloro-3-(2-(4-fluorophenyl)ethynyl)benzoate). Reaction SMILES: [Cl:1][C:2]1[CH:11]=[CH:10][C:5]([C:6]([O:8][CH3:9])=[O:7])=[CH:4][C:3]=1I.[C:13]([C:15]1[CH:20]=[CH:19][C:18]([F:21])=[CH:17][CH:16]=1)#[CH:14].O1CCCC1>Cl[Pd](Cl)([P](C1C=CC=CC=1)(C1C=CC=CC=1)C1C=CC=CC=1)[P](C1C=CC=CC=1)(C1C=CC=CC=1)C1C=CC=CC=1.[Cu]I.C(N(CC)CC)C>[Cl:1][C:2]1[CH:11]=[CH:10][C:5]([C:6]([O:8][CH3:9])=[O:7])=[CH:4][C:3]=1[C:14]#[C:13][C:15]1[CH:20]=[CH:19][C:18]([F:21])=[CH:17][CH:16]=1 |^1:29,48|. Procedure details: Under an inert atmosphere of nitrogen, a mixture of methyl 4-chloro-3-iodobenzoate (200 mg, 0.68 mmol, 1.00 equiv), 1-ethynyl-4-fluorobenzene (243 mg, 2.02 mmol, 3.00 equiv), Pd(PPh3)2Cl2 (94.6 mg, 0.14 mmol, 0.20 equiv), CuI (13 mg, 0.07 mmol, 0.10 equiv), tetrahydrofuran (12 mL), and triethylamine (4 mL) was stirred overnight at 70° C. in an oil bath. The solids were filtered out, and the filtrate was concentrated in vacuo. The residue was purified via silica gel column chromatography (ethyl a... Reactants: C[C@@H]1CC2=CC[C@H]3[C@@H]4C[C@H](C([C@@]4(C)CC[C@@H]3[C@]2(CC1)C)=O)C (3β,16α-dimethyl-5-androst-en-17-one), [H][H] (hydrogen). Reagents/catalysts: [Pd] (Pd). Run in C(C)O (ethanol). As a reaction SMILES: [CH3:1][C@H:2]1[CH2:19][CH2:18][C@@:17]2([CH3:20])[C:4](=[CH:5][CH2:6][C@@H:7]3[C@@H:16]2[CH2:15][CH2:14][C@@:12]2([CH3:13])[C@H:8]3[CH2:9][C@@H:10]([CH3:22])[C:11]2=[O:21])[CH2:3]1.[H][H]>C(O)C.[Pd]>[CH3:1][C@H:2]1[CH2:19][CH2:18][C@@:17]2([CH3:20])[C@@H:4]([CH2:5][CH2:6][C@@H:7]3[C@@H:16]2[CH2:15][CH2:14][C@@:12]2([CH3:13])[C@H:8]3[CH2:9][C@H:10]([CH3:22])[C:11]2=[O:21])[CH2:3]1. Yields the product C[C@@H]1C[C@@H]2CC[C@H]3[C@@H]4C[C@@H](C([C@@]4(C)CC[C@@H]3[C@]2(CC1)C)=O)C (3β,16β-dimethyl-5α-androstan-17-one). Procedure: To a solution of 3β,16β-dimethylandrost-5-en-17-one prepared in Example I in 500 ml of ethanol is added 5% Pd on C and the mixture is exposed to a hydrogen atmosphere while stirring. The catalyst is filtered off and the above-identified product is isolated. Starting materials: NCc1ccc(Br)cc1, C1CCOC1, CCOC(C)=O, O=C(Cl)OCc1ccccc1, [Na+], [OH-], O. Yields the product O=C(NCc1ccc(Br)cc1)OCc1ccccc1. As a reaction SMILES: [Br:1][c:2]1[cH:3][cH:4][c:5]([CH2:6][NH2:7])[cH:8][cH:9]1.[CH2:29]1[O:30][CH2:31][CH2:32][CH2:33]1.[CH3:23][CH2:24][O:25][C:26]([CH3:27])=[O:28].[Cl:12][C:13](=[O:14])[O:15][CH2:16][c:17]1[cH:18][cH:19][cH:20][cH:21][cH:22]1.[Na+:11].[OH-:10].[OH2:34]>>[Br:1][c:2]1[cH:3][cH:4][c:5]([CH2:6][NH:7][C:13](=[O:14])[O:15][CH2:16][c:17]2[cH:18][cH:19][cH:20][cH:21][cH:22]2)[cH:8][cH:9]1. Starting materials: [OH-].[Li+] (Lithium hydroxide), COC(CCCCC(=O)OC(C)(C)C)=O (hexanedioic acid tert-butyl ester methyl ester). Run in CO.O (methanol water). Conditions: time 16 hour. Yields the product C(C)(C)(C)OC(CCCCC(=O)O)=O (hexanedioic acid mono-tert-butyl ester). Yield: 89.9%. As a reaction SMILES: [OH-].[Li+].C[O:4][C:5](=[O:17])[CH2:6][CH2:7][CH2:8][CH2:9][C:10]([O:12][C:13]([CH3:16])([CH3:15])[CH3:14])=[O:11]>CO.O>[C:13]([O:12][C:10](=[O:11])[CH2:9][CH2:8][CH2:7][CH2:6][C:5]([OH:17])=[O:4])([CH3:16])([CH3:14])[CH3:15] |f:0.1,3.4|. Procedure: Lithium hydroxide (0.53 g, 22 mmol) was added to a solution of hexanedioic acid tert-butyl ester methyl ester (4.8 g, 22 mmol) in 3:1 methanol-water (80 mL), and the resulting mixture was stirred at room temperature for 16 hours. The mixture was evaporated under vacuum. The residue was partitioned between water (60 mL) and methylene chloride (75 mL), and the aqueous phase was washed with methylene chloride (3×75 mL) and evaporated, providing 4.0 g of hexanedioic acid mono-tert-butyl ester, lithi... Reactants: COC(=O)C1=CN=C2N3CCN(CC3C(NC2=C1)=O)C(=O)OC(C)(C)C (10-Oxo-1,3,4,9,10,10a-hexahydro-2,4a,5,9-tetraaza-phenanthrene-2,7-dicarboxylic acid 2-tert-butyl ester 7-methyl ester), CO (MeOH), [H-].[Na+] (NaH), [H-].[Al+3].[Li+].[H-].[H-].[H-] (lithium aluminum hydride). The solvent is O (water), C(C)(=O)OCC (ethyl acetate), O (water), O1CCCC1 (tetrahydrofuran). Reaction conditions: temperature -45 celsius, time 30 minute. Yields the product C(C)(C)(C)OC(=O)N1CC2C(NC3=CC(=CN=C3N2CC1)CO)=O (7-Hydroxymethyl-10-oxo-1,3,4,9,10,10a-hexahydro-2,4a,5,9-tetraaza-phenanthrene-2-carboxylic acid tert-butyl ester). Reaction SMILES: C[O:2][C:3]([C:5]1[CH:18]=[C:17]2[C:8]([N:9]3[CH:14]([C:15](=[O:19])[NH:16]2)[CH2:13][N:12]([C:20]([O:22][C:23]([CH3:26])([CH3:25])[CH3:24])=[O:21])[CH2:11][CH2:10]3)=[N:7][CH:6]=1)=O.[H-].[Na+].[H-].[Al+3].[Li+].[H-].[H-].[H-].CO>O1CCCC1.O.C(OCC)(=O)C>[C:23]([O:22][C:20]([N:12]1[CH2:11][CH2:10][N:9]2[CH:14]([C:15](=[O:19])[NH:16][C:17]3[C:8]2=[N:7][CH:6]=[C:5]([CH2:3][OH:2])[CH:18]=3)[CH2:13]1)=[O:21])([CH3:26])([CH3:24])[CH3:25] |f:1.2,3.4.5.6.7.8|. Reported procedure: 10-Oxo-1,3,4,9,10,10a-hexahydro-2,4a,5,9-tetraaza-phenanthrene-2,7-dicarboxylic acid 2-tert-butyl ester 7-methyl ester (545 mg, 1.504 mmol) was taken up in tetrahydrofuran (18 mL) in an inert environment. To the stirred suspension at room temperature was added NaH (90 mg, 2.26 mmol, 60% dispersion in mineral oil) and stirred 30 minutes. The reaction was then cooled to −45° C. and lithium aluminum hydride (2.26 ml, 2M in THF) was added. The reaction was stirred at a temperature between −20 and −1... The reactants are ClC=1C=C(C=CS(=O)(=O)NC(C2=CC(=C(C=C2)OC)OC)=O)C=CC1Cl (N-(3,4-dichlorostyrylsulfonyl)-3,4-dimethoxybenzamide), P(Cl)(Cl)(Cl)(Cl)Cl (phosphorus pentachloride). The solvent is C1=CC=CC=C1 (benzene). Product: ClC=1C=C(C=CS(=O)(=O)N=C(C2=CC(=C(C=C2)OC)OC)Cl)C=CC1Cl (N-(3,4-dichlorostyrylsulfonyl)-3,4-dimethoxybenzimidoyl chloride). Reaction SMILES: [Cl:1][C:2]1[CH:3]=[C:4]([CH:23]=[CH:24][C:25]=1[Cl:26])[CH:5]=[CH:6][S:7]([NH:10][C:11](=O)[C:12]1[CH:17]=[CH:16][C:15]([O:18][CH3:19])=[C:14]([O:20][CH3:21])[CH:13]=1)(=[O:9])=[O:8].P(Cl)(Cl)(Cl)(Cl)[Cl:28]>C1C=CC=CC=1>[Cl:1][C:2]1[CH:3]=[C:4]([CH:23]=[CH:24][C:25]=1[Cl:26])[CH:5]=[CH:6][S:7]([N:10]=[C:11]([Cl:28])[C:12]1[CH:17]=[CH:16][C:15]([O:18][CH3:19])=[C:14]([O:20][CH3:21])[CH:13]=1)(=[O:9])=[O:8]. Procedure: A suspension of N-(3,4-dichlorostyrylsulfonyl)-3,4-dimethoxybenzamide (8.3 g., 0.02 mole) in 100 ml. of dry benzene is stirred and refluxed with phosphorus pentachloride (4.6 g., 0.022 mole) for a period of 1.5 hr. providing a clear solution which is concentrated under reduced pressure. Benzene is added to the residue and evaporated. The benzene treatment is repeated several times and the residue thus obtained triturated with isopropyl ether provides a quantitative yield of N-(3,4-dichlorostyryl... The reactants are FC(C=1C=C(C=C(C1)C(F)(F)F)C(C(=O)N(C)C=1C=NC(=CC1C1=C(C=C(C=C1)F)C)Cl)(C)C)(F)F (2-[3,5-bis(trifluoromethyl)phenyl]N-[6-chloro-4-(4-fluoro-2-methylphenyl)-3-pyridinyl]-N,2-dimethylpropanamide), C1S(CCN2C1CNCC2)(=O)=O (Octahydropyrazino[2,1-c][1,4]thiazine 2,2-dioxide), C([O-])([O-])=O.[K+].[K+] (potassium carbonate). The solvent is CS(=O)C (DMSO), O (water), C(C)(=O)OCC (ethyl acetate). Conditions: temperature 150 celsius, time 18 hour. The product is FC(C=1C=C(C=C(C1)C(F)(F)F)C(C(=O)N(C)C=1C=NC(=CC1C1=C(C=C(C=C1)F)C)N1CC2CS(CCN2CC1)(=O)=O)(C)C)(F)F (2-[3,5-Bis(trifluoromethyl)phenyl]-N-[6-(2,2-dioxidohexahydropyrazino[2,1-c][1,4]thiazin-8(1H)-yl)-4-(4-fluoro-2-methylphenyl)-3-pyridinyl]-N,2-dimethylpropanamide). The yield is 49.3%. RXN SMILES: [F:1][C:2]([F:36])([F:35])[C:3]1[CH:4]=[C:5]([C:13]([CH3:34])([CH3:33])[C:14]([N:16]([C:18]2[CH:19]=[N:20][C:21](Cl)=[CH:22][C:23]=2[C:24]2[CH:29]=[CH:28][C:27]([F:30])=[CH:26][C:25]=2[CH3:31])[CH3:17])=[O:15])[CH:6]=[C:7]([C:9]([F:12])([F:11])[F:10])[CH:8]=1.[CH2:37]1[CH:42]2[CH2:43][NH:44][CH2:45][CH2:46][N:41]2[CH2:40][CH2:39][S:38]1(=[O:48])=[O:47].C(=O)([O-])[O-].[K+].[K+]>CS(C)=O.O.C(OCC)(=O)C>[F:1][C:2]([F:36])([F:35])[C:3]1[CH:4]=[C:5]([C:13]([CH3:34])([CH3:33])[C:14]([N:16]([C:18]2[CH:19]=[N:20][C:21]([N:44]3[CH2:45][CH2:46][N:41]4[CH:42]([CH2:37][S:38](=[O:48])(=[O:47])[CH2:39][CH2:40]4)[CH2:43]3)=[CH:22][C:23]=2[C:24]2[CH:29]=[CH:28][C:27]([F:30])=[CH:26][C:25]=2[CH3:31])[CH3:17])=[O:15])[CH:6]=[C:7]([C:9]([F:12])([F:11])[F:10])[CH:8]=1 |f:2.3.4|. Reported procedure: A 8 ml sealed vial was charged with 180 mg (0.31 mmol) of 2-[3,5-bis(trifluoromethyl)phenyl]N-[6-chloro-4-(4-fluoro-2-methylphenyl)-3-pyridinyl]-N,2-dimethylpropanamide (WO 2005/002577); 168 mg (0.62 mmol) of octahydropyrazino[2,1-c][1,4]thiazine 2,2-dioxide (D19), 128 mg (0.701 mmol) of potassium carbonate; the reagents were dissolved in 1 ml of DMSO and stirred at 150° C. for 18 h. The reaction mixture was diluted with water and ethyl acetate and the aqueous phase was extracted with ethyl acet... Reported procedure: To a round bottom flask was added 2-benzyl-6-(benzyloxy)-4,5-bis(4-chlorophenyl)pyridazin-3(2H)-one (15.5 gm, 30.21 mmol), toluene (70 ml) and aluminum chloride (10.08 gm, 75.54 mmol). The reaction was stirred at 90° C. for 2 h. After this time, the reaction was cooled to 0° C. and water (200 ml) was slowly added to the reaction. The solution was extracted with ethyl acetate (3 L). The organic layer was washed with water (200 ml) and saturated aqueous NaCl (200 ml). The organic layer was dried (... As a reaction SMILES: C([N:8]1[C:13](=[O:14])[C:12]([C:15]2[CH:20]=[CH:19][C:18]([Cl:21])=[CH:17][CH:16]=2)=[C:11]([C:22]2[CH:27]=[CH:26][C:25]([Cl:28])=[CH:24][CH:23]=2)[C:10]([O:29]CC2C=CC=CC=2)=[N:9]1)C1C=CC=CC=1.C1(C)C=CC=CC=1.[Cl-].[Al+3].[Cl-].[Cl-]>O>[Cl:28][C:25]1[CH:24]=[CH:23][C:22]([C:11]2[C:10](=[O:29])[NH:9][NH:8][C:13](=[O:14])[C:12]=2[C:15]2[CH:20]=[CH:19][C:18]([Cl:21])=[CH:17][CH:16]=2)=[CH:27][CH:26]=1 |f:2.3.4.5|. Reaction conditions: temperature 90 celsius, time 2 hour. The product is ClC1=CC=C(C=C1)C=1C(NNC(C1C1=CC=C(C=C1)Cl)=O)=O (4,5-bis(4-chlorophenyl)-1,2-dihydropyridazine-3,6-dione). Reactants: C(C1=CC=CC=C1)N1N=C(C(=C(C1=O)C1=CC=C(C=C1)Cl)C1=CC=C(C=C1)Cl)OCC1=CC=CC=C1 (2-benzyl-6-(benzyloxy)-4,5-bis(4-chlorophenyl)pyridazin-3(2H)-one), C1(=CC=CC=C1)C (toluene), [Cl-].[Al+3].[Cl-].[Cl-] (aluminum chloride). Run in O (water).